Task: describe an organic reaction: reactants, conditions, products, and yield. Dataset: the Open Reaction Database (ORD), a public repository of structured organic reaction records Starting materials: C(=O)([O-])[O-].[K+].[K+] (K2CO3), N1N=CC=C1 (pyrazole), IC=1C=C2C(=NC1)N(C=N2)CC2=CC1=C(N=C(S1)N[C@H]1[C@@H](CCCC1)O)C=C2 ((1R,2R)-2-((6-((6-iodo-3H-imidazo[4,5-b]pyridin-3-yl)methyl)benzo[d]thiazol-2-yl)amino)cyclohexanol), CN[C@H]1[C@@H](CCCC1)NC (trans-N1,N2-dimethylcyclohexane-1,2-diamine). Reagents/catalysts: [Cu]I (CuI). The solvent is CN(C)C=O (DMF), CO (MeOH). Run at temperature 110 celsius. Yields the product N1(N=CC=C1)C=1C=C2C(=NC1)N(C=N2)CC2=CC1=C(N=C(S1)N[C@H]1[C@@H](CCCC1)O)C=C2 ((1R,2R)-2-((6-((6-(1H-pyrazol-1-yl)-3H-imidazo[4,5-b]pyridin-3-yl)methyl)benzo[d]thiazol-2-yl)amino)cyclohexanol). Yield: 63.6%. As a reaction SMILES: C([O-])([O-])=O.[K+].[K+].[NH:7]1[CH:11]=[CH:10][CH:9]=[N:8]1.I[C:13]1[CH:14]=[C:15]2[N:21]=[CH:20][N:19]([CH2:22][C:23]3[CH:39]=[CH:38][C:26]4[N:27]=[C:28]([NH:30][C@@H:31]5[CH2:36][CH2:35][CH2:34][CH2:33][C@H:32]5[OH:37])[S:29][C:25]=4[CH:24]=3)[C:16]2=[N:17][CH:18]=1.CN[C@@H]1CCCC[C@H]1NC>CN(C=O)C.CO.[Cu]I>[N:7]1([C:13]2[CH:14]=[C:15]3[N:21]=[CH:20][N:19]([CH2:22][C:23]4[CH:39]=[CH:38][C:26]5[N:27]=[C:28]([NH:30][C@@H:31]6[CH2:36][CH2:35][CH2:34][CH2:33][C@H:32]6[OH:37])[S:29][C:25]=5[CH:24]=4)[C:16]3=[N:17][CH:18]=2)[CH:11]=[CH:10][CH:9]=[N:8]1 |f:0.1.2|. Procedure details: To a stirred solution of CuI (14 mg, 0.0053 mmol), K2CO3 (102 mg, 0.74 mmol), and pyrazole (30 mg, 0.44 mmol) in 2 mL of DMF under argon was added (1R,2R)-2-((6-((6-iodo-3H-imidazo[4,5-b]pyridin-3-yl)methyl)benzo[d]thiazol-2-yl)amino)cyclohexanol from Step 2 of Example 96 (150 mg, 0.30 mmol) and trans-N1,N2-dimethylcyclohexane-1,2-diamine (21 mg, 0.15 mmol). The reaction mixture was then heated at 110° C. overnight. The mixture was cooled to rt, diluted with MeOH, and purified by preparative HPL...